From a dataset of the Open Reaction Database (ORD), a public repository of structured organic reaction records. describe an organic reaction: reactants, conditions, products, and yield The reactants are NC1=NC=C(C#N)C(=C1)F (6-amino-4-fluoronicotinonitrile), COC(CN)C (racemic 2-methoxypropan-1-amine), intermediate 49. Yields the product NC1=NC=C(C#N)C(=C1)NCC(C)OC ((racemic) 6-amino-4-((2-methoxypropyl)amino)nicotinonitrile). As a reaction SMILES: [NH2:1][C:2]1[CH:9]=[C:8](F)[C:5]([C:6]#[N:7])=[CH:4][N:3]=1.[CH3:11][O:12][CH:13]([CH3:16])[CH2:14][NH2:15]>>[NH2:1][C:2]1[CH:9]=[C:8]([NH:15][CH2:14][CH:13]([O:12][CH3:11])[CH3:16])[C:5]([C:6]#[N:7])=[CH:4][N:3]=1. Reported procedure: From intermediate 21 and racemic 2-methoxypropan-1-amine, reacted in an analogous manner to the preparation of intermediate 49. (UPLC-MS 3) tR 0.39 min; ESI-MS 207.1 [M+H]+. The reactants are CO, Cl, N=C(N)c1ccc(N)c([N+](=O)[O-])c1, [OH-], [OH-], [Pd+2]. Yields the product Cl, N=C(N)c1ccc(N)c(N)c1. As a reaction SMILES: [CH3:15][OH:16].[ClH:1].[NH2:2][c:3]1[c:4]([N+:12]([O-:13])=[O:14])[cH:5][c:6]([C:7](=[NH:8])[NH2:9])[cH:10][cH:11]1.[OH-:17].[OH-:18].[Pd+2:19]>>[ClH:1].[NH2:2][c:3]1[c:4]([NH2:12])[cH:5][c:6]([C:7](=[NH:8])[NH2:9])[cH:10][cH:11]1.